This data is from the Open Reaction Database (ORD), a public repository of structured organic reaction records. The task is: describe an organic reaction: reactants, conditions, products, and yield Reactants: [I-].C[S+](=O)(C)C (Trimethylsulfoxonium iodide), [H-].[Na+] (sodium hydride), O (water), FC1=CC=C(C=C1)/C=C/C(=O)OCC ((E)-ethyl 3-(4-fluorophenyl)acrylate). The solvent is CS(=O)C (dimethyl sulfoxide). Reaction conditions: time 1 hour. The product is FC1=CC=C(C=C1)[C@H]1[C@@H](C1)C(=O)OCC (trans-Ethyl 2-(4-fluorophenyl)cyclopropanecarboxylate). Yield: 12.7%. As a reaction SMILES: [I-].[CH3:2][S+](C)(C)=O.[H-].[Na+].[F:9][C:10]1[CH:15]=[CH:14][C:13](/[CH:16]=[CH:17]/[C:18]([O:20][CH2:21][CH3:22])=[O:19])=[CH:12][CH:11]=1.O>CS(C)=O>[F:9][C:10]1[CH:11]=[CH:12][C:13]([C@@H:16]2[CH2:2][C@H:17]2[C:18]([O:20][CH2:21][CH3:22])=[O:19])=[CH:14][CH:15]=1 |f:0.1,2.3|. Procedure details: Trimethylsulfoxonium iodide (7.92 g, 36.0 mmol) in dimethyl sulfoxide (40 mL) was mixed with sodium hydride (55 wt % dispersion in mineral oil, 1.57 g, 36.0 mmol) under cooling with ice, stirred at room temperature for 1 hour and then stirred with (E)-ethyl 3-(4-fluorophenyl)acrylate (5.83 g, 30.0 mmol) for 18 hours. After addition of water, the reaction mixture was extracted with ethyl acetate, and the organic layer was dried over anhydrous sodium sulfate and concentrated under reduced pressure... Reactants: OCC(=O)[C@@H](O)[C@H](O)[C@@H](O)CO (L-sorbose), IN1C(CCC1=O)=O (N-iodosuccinimide), CC(=O)C (acetone). Reaction conditions: temperature 60 celsius, time 6 hour. The product is CC1(OC[C@H]2[C@@H](O1)[C@H]3[C@@](O2)(OC(O3)(C)C)CO)C (2,3:4,6-di-O-isopropylidene-L-sorbofuranose). The yield is 58.4%. RXN SMILES: [OH:1][CH2:2][C:3]([C@H:5]([C@@H:7]([C@H:9]([CH2:11][OH:12])[OH:10])[OH:8])[OH:6])=[O:4].IN1[C:18](=O)[CH2:17][CH2:16]C1=O.[CH3:21][C:22]([CH3:24])=O>>[CH3:21][C:22]1([CH3:24])[O:6][C@H:5]2[C@@H:7]3[O:8][C:17]([CH3:18])([CH3:16])[O:10][C@:9]3([CH2:11][OH:12])[O:4][C@H:3]2[CH2:2][O:1]1. Procedure details: To 200 ml of acetone were added 10.0 g of L-sorbose and 225 mg of N-iodosuccinimide and the mixture was refluxed with stirring in a water bath at 60° C. for 6 hours. During this reaction, the refluxing solvent was dried with 20 g of Molecular Sieves 3A interposed between the reaction vessel and the cooling jacket. The reaction mixture was then subjected to an after-treatment similar to that described in Example 11 to give 8.43 g (58.4%) of 2,3:4,6-di-O-isopropylidene-L-sorbofuranose (purity ≥97%... The solvent is C1CCOC1 (THF). RXN SMILES: [CH:1]1([C:4]2[O:8][N:7]=[C:6]([C:9]3[C:14]([Cl:15])=[CH:13][CH:12]=[CH:11][C:10]=3[Cl:16])[C:5]=2[C:17](OCC)=[O:18])[CH2:3][CH2:2]1.[H-].C([Al+]CC(C)C)C(C)C>C1COCC1>[CH:1]1([C:4]2[O:8][N:7]=[C:6]([C:9]3[C:10]([Cl:16])=[CH:11][CH:12]=[CH:13][C:14]=3[Cl:15])[C:5]=2[CH2:17][OH:18])[CH2:3][CH2:2]1 |f:1.2|. Yields the product C1(CC1)C1=C(C(=NO1)C1=C(C=CC=C1Cl)Cl)CO ([5-cyclopropyl-3-(2,6-dichlorophenyl)-4-isoxazolyl]methanol). Yield: 96.1%. Procedure details: To a solution of ethyl 5-cyclopropyl-3-(2,6-dichlorophenyl)-4-isoxazolecarboxylate (289 mg, 0.886 mmol) in THF (4 mL) at 0° C. was slowly added diisobutylaluminum hydride (1.5M in toluene, 1.24 mL, 1.86 mmol). The solution was allowed to warm slowly to ambient temperature. After approximately 4 hours of stirring, the solution was re-cooled to 0° C. and an additional 1 mL of diisobutylaluminum hydride was added. After approximately 1.5 hours of stirring the mixture was re-cooled to 0° C., quenche... Run at time 4 hour. Starting materials: C1(CC1)C1=C(C(=NO1)C1=C(C=CC=C1Cl)Cl)C(=O)OCC (ethyl 5-cyclopropyl-3-(2,6-dichlorophenyl)-4-isoxazolecarboxylate), [H-].C(C(C)C)[Al+]CC(C)C (diisobutylaluminum hydride), [H-].C(C(C)C)[Al+]CC(C)C (diisobutylaluminum hydride). Starting materials: CC(C)(C)OC(=O)N1CCC(c2cccc(Br)c2)C(OCc2ccc3ccccc3c2)C1, CO, Cl. The product is Brc1cccc(C2CCNCC2OCc2ccc3ccccc3c2)c1. RXN SMILES: [Br:1][c:2]1[cH:3][c:4]([CH:8]2[CH:9]([O:21][CH2:22][c:23]3[cH:24][c:25]4[cH:26][cH:27][cH:28][cH:29][c:30]4[cH:31][cH:32]3)[CH2:10][N:11]([C:14]([O:15][C:16]([CH3:17])([CH3:18])[CH3:19])=[O:20])[CH2:12][CH2:13]2)[cH:5][cH:6][cH:7]1.[CH3:34][OH:35].[ClH:33]>>[Br:1][c:2]1[cH:3][c:4]([CH:8]2[CH:9]([O:21][CH2:22][c:23]3[cH:24][c:25]4[cH:26][cH:27][cH:28][cH:29][c:30]4[cH:31][cH:32]3)[CH2:10][NH:11][CH2:12][CH2:13]2)[cH:5][cH:6][cH:7]1. Starting materials: NC=1SC=C(N1)C1=CC=C(C=C1)CC (2-amino-4-(4'-ethylphenyl)-thiazole), C(C)OC(=O)C#CC(=O)OCC (acetylene dicarboxylic acid diethyl ester). The solvent is C(C)O (ethanol). Run at time 8 hour. The product is C(C)OC(=O)C1=CC(N=C2N1C(=CS2)C2=CC=C(C=C2)CC)=O (3-(4'-ethylphenyl)-7H-thiazolo-[3,2-a]-pyrimidin-7-one-5-carboxylic acid ethyl ester). RXN SMILES: [NH2:1][C:2]1[S:3][CH:4]=[C:5]([C:7]2[CH:12]=[CH:11][C:10]([CH2:13][CH3:14])=[CH:9][CH:8]=2)[N:6]=1.[CH2:15]([O:17][C:18]([C:20]#[C:21][C:22](OCC)=[O:23])=[O:19])[CH3:16]>C(O)C>[CH2:15]([O:17][C:18]([C:20]1[N:6]2[C:5]([C:7]3[CH:12]=[CH:11][C:10]([CH2:13][CH3:14])=[CH:9][CH:8]=3)=[CH:4][S:3][C:2]2=[N:1][C:22](=[O:23])[CH:21]=1)=[O:19])[CH3:16]. Procedure details: 10 g of 2-amino-4-(4'-ethylphenyl)-thiazole are dissolved in 50 ml of ethanol and 8.4 g of acetylene dicarboxylic acid diethyl ester are added to the resulting solution. After standing overnight, the mixture is concentrated by evaporation in vacuo to dryness at a bath temperature of 40° to 50° C. 50 ml of chlorobenzene are added to the residue, followed by heating unter reflux for 1 hour. After concentration by evaporation in vacuo, the residue is dissolved in ether, treated with carbon, filtere... The reactants are C(C1=CC=CC=C1)N1C(=C(C(=C1C(F)(F)F)C)C1=CC=C(C=C1)Cl)C(=O)N(CCO)CC(=O)OC(C)(C)C (tert-Butyl 2-(1-benzyl-3-(4-chlorophenyl)-N-(2-hydroxyethyl)-4-methyl-5-(trifluoromethyl)-1H-pyrrole-2-carboxamido)acetate), C(=O)(C(F)(F)F)O (TFA). Run in C(Cl)Cl (DCM). Run at time 3 hour. Product: C(C1=CC=CC=C1)N1C(=C(C(=C1C(F)(F)F)C)C1=CC=C(C=C1)Cl)C(=O)N1CC(OCC1)=O (4-[1-Benzyl-3-(4-chlorophenyl)-4-methyl-5-(trifluoromethyl)-1H-pyrrole-2-carbonyl]-morpholin-2-one). Reaction SMILES: [CH2:1]([N:8]1[C:12]([C:13]([F:16])([F:15])[F:14])=[C:11]([CH3:17])[C:10]([C:18]2[CH:23]=[CH:22][C:21]([Cl:24])=[CH:20][CH:19]=2)=[C:9]1[C:25]([N:27]([CH2:31][C:32]([O:34]C(C)(C)C)=O)[CH2:28][CH2:29][OH:30])=[O:26])[C:2]1[CH:7]=[CH:6][CH:5]=[CH:4][CH:3]=1.C(O)(C(F)(F)F)=O>C(Cl)Cl>[CH2:1]([N:8]1[C:12]([C:13]([F:14])([F:15])[F:16])=[C:11]([CH3:17])[C:10]([C:18]2[CH:19]=[CH:20][C:21]([Cl:24])=[CH:22][CH:23]=2)=[C:9]1[C:25]([N:27]1[CH2:31][CH2:32][O:34][C:29](=[O:30])[CH2:28]1)=[O:26])[C:2]1[CH:7]=[CH:6][CH:5]=[CH:4][CH:3]=1. Procedure details: tert-Butyl 2-(1-benzyl-3-(4-chlorophenyl)-N-(2-hydroxyethyl)-4-methyl-5-(trifluoromethyl)-1H-pyrrole-2-carboxamido)acetate (171 mg, 0.310 mmol) was dissolved in DCM (18 mL). TFA (2 mL) was added and the reaction mixture was stirred at room temperature for 3 h. The solvent was removed under reduced pressure and the residue co-evaporated with DCM (2×). The product was purified by flash chromategraphy (silica, gradient heptane/EtOAc, 1:0→2:1), to give 97 mg (66%) of SC-50. Starting materials: ClC(C1=C(C=C(C=C1Cl)N1N=CC(NC1=O)=O)Cl)C1=CC=C(C=C1)Cl (2-[4-[chloro(4-chlorophenyl)methyl]-3,5-dichlorophenyl]-1,2,4-triazine-3,5(2H,4H)-dione), N1=C(N=CC=C1)N (2-pyrimidinamine). RXN SMILES: Cl[CH:2]([C:19]1[CH:24]=[CH:23][C:22]([Cl:25])=[CH:21][CH:20]=1)[C:3]1[C:8]([Cl:9])=[CH:7][C:6]([N:10]2[C:15](=[O:16])[NH:14][C:13](=[O:17])[CH:12]=[N:11]2)=[CH:5][C:4]=1[Cl:18].[N:26]1[CH:31]=[CH:30][CH:29]=[N:28][C:27]=1[NH2:32]>C(Cl)Cl>[Cl:18][C:4]1[CH:5]=[C:6]([N:10]2[C:15](=[O:16])[NH:14][C:13](=[O:17])[CH:12]=[N:11]2)[CH:7]=[C:8]([Cl:9])[C:3]=1[CH:2]([C:19]1[CH:24]=[CH:23][C:22]([Cl:25])=[CH:21][CH:20]=1)[NH:32][C:27]1[N:28]=[CH:29][CH:30]=[CH:31][N:26]=1. Reported procedure: A mixture of 2-[4-[chloro(4-chlorophenyl)methyl]-3,5-dichlorophenyl]-1,2,4-triazine-3,5(2H,4H)-dione (0.00719 mol) and 2-pyrimidinamine (0.00863 mol) was heated for 2 hours at 150° C. in an autoclave. The mixture was cooled to RT. This fraction was taken up into CH2Cl2, washed with water, dried, filtered and the solvent was evaporated. The residue was purified by HPLC (eluent: (0.5% NH4OAc in H2O)/CH3OH/CH3CN gradient elution from 70/15/15 over 0/50/50 to 0/0/100). The desired fractions were col... Isolated yield 6.1%. Run in C(Cl)Cl (CH2Cl2). Run at temperature 150 celsius. Product: ClC=1C=C(C=C(C1C(NC1=NC=CC=N1)C1=CC=C(C=C1)Cl)Cl)N1N=CC(NC1=O)=O ((±)-2-[3,5-dichloro-4-[(4-chlorophenyl)[(2-pyrimidinyl)amino]-methyl]phenyl]-1,2,4-triazine-3,5(2H,4H)-dione).